Dataset: the Open Reaction Database (ORD), a public repository of structured organic reaction records. Task: describe an organic reaction: reactants, conditions, products, and yield The product is Cc1nc2cccnc2nc1SCc1ccccn1. RXN SMILES: [CH3:24][CH2:25][OH:26].[ClH:13].[Na+:23].[OH-:22].[SH:1][c:2]1[c:3]([CH3:12])[n:4][c:5]2[c:6]([n:7]1)[n:8][cH:9][cH:10][cH:11]2.[c:14]1([CH2:20][Cl:21])[cH:15][cH:16][cH:17][cH:18][n:19]1>>[S:1]([c:2]1[c:3]([CH3:12])[n:4][c:5]2[c:6]([n:7]1)[n:8][cH:9][cH:10][cH:11]2)[CH2:20][c:14]1[cH:15][cH:16][cH:17][cH:18][n:19]1. The reactants are CCO, Cl, [Na+], [OH-], Cc1nc2cccnc2nc1S, ClCc1ccccn1. Reactants: CS(=O)(=O)OC1=CC=C2C(=N1)N(C(=N2)O)C2=C(C=CC=C2)C (2-hydroxy-3-o-tolyl-3H-imidazo[4,5-b]pyridin-5-yl methanesulfonate), P(=O)(Br)(Br)Br (phosphoryl tribromide). The product is BrC1=NC=2C(=NC(=CC2)O)N1C1=C(C=CC=C1)C (2-Bromo-3-o-tolyl-3H-imidazo[4,5-b]pyridin-5-ol). RXN SMILES: CS([O:5][C:6]1[N:11]=[C:10]2[N:12]([C:16]3[CH:21]=[CH:20][CH:19]=[CH:18][C:17]=3[CH3:22])[C:13](O)=[N:14][C:9]2=[CH:8][CH:7]=1)(=O)=O.P(Br)(Br)([Br:25])=O>>[Br:25][C:13]1[N:12]([C:16]2[CH:21]=[CH:20][CH:19]=[CH:18][C:17]=2[CH3:22])[C:10]2=[N:11][C:6]([OH:5])=[CH:7][CH:8]=[C:9]2[N:14]=1. Procedure: From 2-hydroxy-3-o-tolyl-3H-imidazo[4,5-b]pyridin-5-yl methanesulfonate and phosphoryl tribromide, prepared in a similar manner as the one described in Example 1.136, the title compound was obtained. LCMS m/z=304.20 [M+H]+, 1H NMR (400 MHz, methanol-d4) δ ppm 2.05 (s, 3H), 6.7 (d, J=8.6 Hz, 1H), 7.33 (d, J=7.8, 1H), 7.42-7.47 (m, 1H), 7.48-7.53 (m, 2H), 7.94 (d, J=8.7, 1H). Reactants: C(=O)C1=CC=CC=2N1C=NC2 (5-formylimidazo-[1,5-a]pyridine), [BH4-].[Na+] (sodium borohydride), OCC1=CC=CC=2N1C=NC2 (5-hydroxymethylimidazo[1,5-a]pyridine), S(=O)(Cl)Cl (thionyl chloride). Product: ClCC1=CC=CC=2N1C=NC2 (5-Chloromethylimidazo[1,5-a]pyridine). RXN SMILES: [CH:1]([C:3]1[N:8]2[CH:9]=[N:10][CH:11]=[C:7]2[CH:6]=[CH:5][CH:4]=1)=O.[BH4-].[Na+].OCC1N2C=NC=C2C=CC=1.S(Cl)([Cl:27])=O>>[Cl:27][CH2:1][C:3]1[N:8]2[CH:9]=[N:10][CH:11]=[C:7]2[CH:6]=[CH:5][CH:4]=1 |f:1.2|. Procedure: 5-Chloromethylimidazo[1,5-a]pyridine is prepared from 5-formylimidazo-[1,5-a]pyridine by reduction with sodium borohydride to 5-hydroxymethylimidazo[1,5-a]pyridine and subsequent treatment with thionyl chloride.